From a dataset of the Open Reaction Database (ORD), a public repository of structured organic reaction records. describe an organic reaction: reactants, conditions, products, and yield The reactants are COC(C[C@@H]1COC2=C1C=CC(=C2)O[C@@H]2CCC1=C(C=CC(=C21)F)Br)=O ({(S)-6-[(R)-4-bromo-7-fluoro-indan-1-yloxy]-2,3-dihydro-benzofuran-3-yl}-acetic acid methyl ester), [Br-].FC1=C(C[Zn+])C=CC(=C1)F (2,4-difluoro-benzylzinc bromide), Intermediate 1. Reagents/catalysts: C(C)(C)C1=C(C(=CC=C1)C(C)C)N1C(N(C=C1)C1=C(C=CC=C1C(C)C)C(C)C)=[Pd-3](C1=NC=CC=C1Cl)(Cl)Cl ([1,3-bis(2,6-diisopropylphenyl)imidazol-2-ylidene]-(3-chloropyridyl)-palladium(II) dichloride). Yields the product COC(C[C@@H]1COC2=C1C=CC(=C2)O[C@@H]2CCC1=C(C=CC(=C21)F)CC2=C(C=C(C=C2)F)F)=O ({(S)-6-[(R)-4-(2,4-Difluoro-benzyl)-7-fluoro-indan-1-yloxy]-2,3-dihydro-benzofuran-3-yl}-acetic acid methyl ester). RXN SMILES: [CH3:1][O:2][C:3](=[O:26])[CH2:4][C@H:5]1[C:9]2[CH:10]=[CH:11][C:12]([O:14][C@H:15]3[C:23]4[C:18](=[C:19](Br)[CH:20]=[CH:21][C:22]=4[F:24])[CH2:17][CH2:16]3)=[CH:13][C:8]=2[O:7][CH2:6]1.[Br-].[F:28][C:29]1[CH:36]=[C:35]([F:37])[CH:34]=[CH:33][C:30]=1[CH2:31][Zn+]>C(C1C=CC=C(C(C)C)C=1N1C=CN(C2C(C(C)C)=CC=CC=2C(C)C)C1=[Pd-3](Cl)(Cl)C1C(Cl)=CC=CN=1)(C)C>[CH3:1][O:2][C:3](=[O:26])[CH2:4][C@H:5]1[C:9]2[CH:10]=[CH:11][C:12]([O:14][C@H:15]3[C:23]4[C:18](=[C:19]([CH2:31][C:30]5[CH:33]=[CH:34][C:35]([F:37])=[CH:36][C:29]=5[F:28])[CH:20]=[CH:21][C:22]=4[F:24])[CH2:17][CH2:16]3)=[CH:13][C:8]=2[O:7][CH2:6]1 |f:1.2|. Procedure: The title compound is prepared from {(S)-6-[(R)-4-bromo-7-fluoro-indan-1-yloxy]-2,3-dihydro-benzofuran-3-yl}-acetic acid methyl ester and 2,4-difluoro-benzylzinc bromide following a procedure analogous to that described in Step 6 of Intermediate 1; [1,3-bis(2,6-diisopropylphenyl)imidazol-2-ylidene]-(3-chloropyridyl)-palladium(II) dichloride (Pd-PEPPSI-IPr) is used as catalyst. LC (method 9): tR=0.91 min; Mass spectrum (ESI+): m/z=491 [M+Na]+. Reactants: C(C1=CC=CC=C1)(C1=CC=CC=C1)N1C(=C(C2=CC(=CC=C12)Cl)CCOC1=CC=C(C(=O)O)C=C1)CCNS(=O)(=O)CC1=CC=CC=C1 (4-[2-(1-Benzhydryl-2-{2-[(benzylsulfonyl)amino]ethyl}-5-chloro-1H-indol-3-yl)ethoxy]benzoic acid), C1=C(C=CC2=CC=CC=C12)S(=O)(=O)Cl (2-naphthalenesulfonyl chloride). Yields the product C(C1=CC=CC=C1)(C1=CC=CC=C1)N1C(=C(C2=CC(=CC=C12)Cl)CCOC1=CC=C(C(=O)O)C=C1)CCNS(=O)(=O)C1=CC2=CC=CC=C2C=C1 (4-[2-(1-benzhydryl-5-chloro-2-{2-[(2-naphthylsulfonyl)amino]ethyl}-1H-indol-3-yl)ethoxy]benzoic acid). Yield: 53.0%. Reaction SMILES: [CH:1]([N:14]1[C:22]2[C:17](=[CH:18][C:19]([Cl:23])=[CH:20][CH:21]=2)[C:16]([CH2:24][CH2:25][O:26][C:27]2[CH:35]=[CH:34][C:30]([C:31]([OH:33])=[O:32])=[CH:29][CH:28]=2)=[C:15]1[CH2:36][CH2:37][NH:38][S:39]([CH2:42]C1C=CC=CC=1)(=[O:41])=[O:40])([C:8]1[CH:13]=[CH:12][CH:11]=[CH:10][CH:9]=1)[C:2]1[CH:7]=[CH:6][CH:5]=[CH:4][CH:3]=1.[CH:49]1[C:58]2[C:53](=[CH:54][CH:55]=[CH:56][CH:57]=2)[CH:52]=[CH:51]C=1S(Cl)(=O)=O>>[CH:1]([N:14]1[C:22]2[C:17](=[CH:18][C:19]([Cl:23])=[CH:20][CH:21]=2)[C:16]([CH2:24][CH2:25][O:26][C:27]2[CH:28]=[CH:29][C:30]([C:31]([OH:33])=[O:32])=[CH:34][CH:35]=2)=[C:15]1[CH2:36][CH2:37][NH:38][S:39]([C:42]1[CH:51]=[CH:52][C:53]2[C:58](=[CH:57][CH:56]=[CH:55][CH:54]=2)[CH:49]=1)(=[O:40])=[O:41])([C:8]1[CH:9]=[CH:10][CH:11]=[CH:12][CH:13]=1)[C:2]1[CH:7]=[CH:6][CH:5]=[CH:4][CH:3]=1. Procedure: To the methyl 4-{2-[2-(2-aminoethyl)-1-benzhydryl-5-chloro-1H-indol-3-yl]ethoxy}benzoate (Step 6, Example 1) was added 2-naphthalenesulfonyl chloride according to the procedure in Example 1 Step 7 to generate the product in 53% yield.